This data is from the Open Reaction Database (ORD), a public repository of structured organic reaction records. The task is: describe an organic reaction: reactants, conditions, products, and yield Starting materials: Cc1cccc2nc(CCl)n(-c3ccccc3Cl)c(=O)c12, [K+], [K+], O=C([O-])[O-], CN(C)C=O, O, Sc1ncnc2nc[nH]c12. Product: Cc1cccc2nc(CSc3ncnc4[nH]cnc34)n(-c3ccccc3Cl)c(=O)c12. RXN SMILES: [Cl:1][CH2:2][c:3]1[n:4][c:5]2[cH:6][cH:7][cH:8][c:9]([CH3:21])[c:10]2[c:11](=[O:20])[n:12]1-[c:13]1[c:14]([Cl:19])[cH:15][cH:16][cH:17][cH:18]1.[K+:33].[K+:34].[O-:35][C:36]([O-:37])=[O:38].[O:39]=[CH:40][N:41]([CH3:42])[CH3:43].[OH2:22].[SH:23][c:24]1[c:25]2[nH:26][cH:27][n:28][c:29]2[n:30][cH:31][n:32]1>>[CH2:2]([c:3]1[n:4][c:5]2[cH:6][cH:7][cH:8][c:9]([CH3:21])[c:10]2[c:11](=[O:20])[n:12]1-[c:13]1[c:14]([Cl:19])[cH:15][cH:16][cH:17][cH:18]1)[S:23][c:24]1[c:25]2[n:26][cH:27][nH:28][c:29]2[n:30][cH:31][n:32]1. Reactants: COC(CCCCCCCC=1OC(=CC1)C=O)=O (8-(5-Formyl-2-furyl)-octanoic acid methyl ester), C([O-])([O-])=O.[K+].[K+] (potassium carbonate). Run in CO (methanol). The product is C(=O)C1=CC=C(O1)CCCCCCCC(=O)O (8-(5-Formyl-2-furyl)-octanoic acid). Yield: 79.9%. As a reaction SMILES: C[O:2][C:3](=[O:18])[CH2:4][CH2:5][CH2:6][CH2:7][CH2:8][CH2:9][CH2:10][C:11]1[O:12][C:13]([CH:16]=[O:17])=[CH:14][CH:15]=1.C(=O)([O-])[O-].[K+].[K+]>CO>[CH:16]([C:13]1[O:12][C:11]([CH2:10][CH2:9][CH2:8][CH2:7][CH2:6][CH2:5][CH2:4][C:3]([OH:18])=[O:2])=[CH:15][CH:14]=1)=[O:17] |f:1.2.3|. Procedure: 8-(5-Formyl-2-furyl)-octanoic acid methyl ester (5.04 g, 0.02 moles), methanol (30 ml) and 20% aqueous potassium carbonate (55 ml) were stirred and heated under reflux for 40 minutes. The clear solution was concentrated to 2/3 of the volume by distillation from a water bath (50° C) under reduced pressure (100 mm Hg). The residue was washed with ether (30 ml). Ether (50 ml) was added, and the resulting emulsion was acidified to pH 5 with 3N hydrochloric acid. The ethereal layer was separated. The... Starting materials: BrCCCBr, Cc1cccc(O)c1NC(=O)OC(C)(C)C, O=C([O-])[O-], CC#N, [K+], [K+]. Product: Cc1cccc(OCCCBr)c1NC(=O)OC(C)(C)C. Reaction SMILES: [Br:17][CH2:18][CH2:19][CH2:20][Br:21].[C:1]([CH3:2])([CH3:3])([CH3:4])[O:5][C:6]([NH:7][c:8]1[c:9]([OH:15])[cH:10][cH:11][cH:12][c:13]1[CH3:14])=[O:16].[C:22](=[O:23])([O-:24])[O-:25].[CH3:28][C:29]#[N:30].[K+:26].[K+:27]>>[C:1]([CH3:2])([CH3:3])([CH3:4])[O:5][C:6]([NH:7][c:8]1[c:9]([O:15][CH2:20][CH2:19][CH2:18][Br:17])[cH:10][cH:11][cH:12][c:13]1[CH3:14])=[O:16]. Starting materials: O1CC(C2=C1C=CC=C2)=O (2H-benzofuran-3-one), C(C)(=O)O.O=CC1=CC(OC)=C(O)C=C1 (vanillin acetate), ClCCl (dichloromethane), [O-2].[Al+3].[O-2].[O-2].[Al+3] (aluminum oxide). Run at time 1.5 hour. Yields the product COC(C1=C(C=C(C=C1)C=C1C(C2=C(O1)C=CC=C2)=O)OC)=O (methyl-2-methoxy-4-[(3-oxo-2.3-dihvdrobenzo[b]furan-2-ylidene)methyl]benzoate). As a reaction SMILES: [O:1]1[C:5]2[CH:6]=[CH:7][CH:8]=[CH:9][C:4]=2[C:3](=[O:10])[CH2:2]1.[C:11]([OH:14])(=[O:13])[CH3:12].O=[CH:16][C:17]1[CH:25]=[CH:24]C(O)=[C:19]([O:20][CH3:21])[CH:18]=1.[O-2].[Al+3].[O-2].[O-2].[Al+3].Cl[CH2:32]Cl>>[CH3:32][O:13][C:11](=[O:14])[C:12]1[CH:24]=[CH:25][C:17]([CH:16]=[C:2]2[O:1][C:5]3[CH:6]=[CH:7][CH:8]=[CH:9][C:4]=3[C:3]2=[O:10])=[CH:18][C:19]=1[O:20][CH3:21] |f:1.2,3.4.5.6.7|. Procedure: 2H-benzofuran-3-one 1 g and vanillin acetate 2.17 g were dissolved in dichloromethane 25 ml, aluminum oxide (manufactured by Merck Co., cat. No. 1076) 24.3 g was added, and the mixture was stirred for 1.5 hours, and aluminum oxide was filtered to obtain a reaction solution. Aluminum oxide was washed with dichloromethane 100 ml three times. This solution and the reaction solution were combined and concentrated at a temperature of 40° C. under reduced pressure. The concentrate was dissolved in met... Reactants: N1=CC=C(C=C1)C=O (4-pyridinecarboxaldehyde), [H-].[Na+] (sodium hydride), [Br-].COC1=C(C=C(C=C1)OC)C(CC[P+](C1=CC=CC=C1)(C1=CC=CC=C1)C1=CC=CC=C1)C (3-(2,5-dimethoxyphenyl)butyl triphenylphosphonium bromide). The solvent is O1CCCC1 (tetrahydrofuran), O1CCCC1 (tetrahydrofuran), CS(=O)C (dimethylsulfoxide). Conditions: time 1 hour. Yields the product COC1=C(C=C(C=C1)OC)C(CC=CC1=CC=NC=C1)C (4-(2,5-dimethoxyphenyl)-1-(4-pyridyl)-1-pentene). As a reaction SMILES: [Br-].[CH3:2][O:3][C:4]1[CH:9]=[CH:8][C:7]([O:10][CH3:11])=[CH:6][C:5]=1[CH:12]([CH3:34])[CH2:13][CH2:14][P+](C1C=CC=CC=1)(C1C=CC=CC=1)C1C=CC=CC=1.[N:35]1[CH:40]=[CH:39][C:38]([CH:41]=O)=[CH:37][CH:36]=1.[H-].[Na+]>CS(C)=O.O1CCCC1>[CH3:2][O:3][C:4]1[CH:9]=[CH:8][C:7]([O:10][CH3:11])=[CH:6][C:5]=1[CH:12]([CH3:34])[CH2:13][CH:14]=[CH:41][C:38]1[CH:39]=[CH:40][N:35]=[CH:36][CH:37]=1 |f:0.1,3.4|. Procedure: A mixture of 3-(2,5-dimethoxyphenyl)butyl triphenylphosphonium bromide (19.0 g., 35.4 mmoles) in dimethylsulfoxide (50 ml.) is added to 4-pyridinecarboxaldehyde (3.79 g., 35.4 mmoles) in tetrahydrofuran (40 ml.). The resulting mixture is then added dropwise to a slurry of 50% sodium hydride (1.87 g., 39 mmoles) in tetrahydrofuran (20 ml.) under a nitrogen atmosphere at 0°-5° C. Following completion of addition, the mixture is stirred for one hour at 0°-5° and then concentrated under reduced pres... The reactants are BrCCCCC12C(NC=3C=CC=C(C13)CCC2)=O (2a-(4-bromobutyl)-2a,3,4,5-tetrahydrobenz[cd]indole-2(1H)-one), ClC1=CC=C(C=C1)C1(CCNCC1)O (4-(4-chlorophenyl) -4-hydroxypiperidine), C([O-])([O-])=O.[K+].[K+] (potassium carbonate). Run in CN(C=O)C (N,N-dimethylformamide). The product is ClC1=CC=C(C=C1)C1(CCN(CC1)CCCCC12C(NC=3C=CC=C(C13)CCC2)=O)O (2a-[4-{4-(4-Chlorophenyl)-4-hydroxy-piperidyl}butyl]-2a,3,4,5-tetrahydrobenz[cd]indole-2(1H)-one). The yield is 84.6%. RXN SMILES: Br[CH2:2][CH2:3][CH2:4][CH2:5][C:6]12[CH2:17][CH2:16][CH2:15][C:13]3[C:14]1=[C:9]([CH:10]=[CH:11][CH:12]=3)[NH:8][C:7]2=[O:18].[Cl:19][C:20]1[CH:25]=[CH:24][C:23]([C:26]2([OH:32])[CH2:31][CH2:30][NH:29][CH2:28][CH2:27]2)=[CH:22][CH:21]=1.C(=O)([O-])[O-].[K+].[K+]>CN(C)C=O>[Cl:19][C:20]1[CH:25]=[CH:24][C:23]([C:26]2([OH:32])[CH2:27][CH2:28][N:29]([CH2:2][CH2:3][CH2:4][CH2:5][C:6]34[CH2:17][CH2:16][CH2:15][C:13]5[C:14]3=[C:9]([CH:10]=[CH:11][CH:12]=5)[NH:8][C:7]4=[O:18])[CH2:30][CH2:31]2)=[CH:22][CH:21]=1 |f:2.3.4|. Reported procedure: 2a-(4-bromobutyl)-2a,3,4,5-tetrahydrobenz[cd]indole-2(1H)-one (390 mg, 1.3 mmol), 4-(4-chlorophenyl) -4-hydroxypiperidine (290 mg, 1.4 mmol) and potassium carbonate (260 mg, 1.9 mmol) were stirred in anhydrous N,N-dimethylformamide (10 ml) at 60° C. for 3 hours. The solvent was evaporated under a reduced pressure, and the thus obtained residue was mixed with ethyl acetate and water. The reaction product was extracted with ethyl acetate, washed with saturated brine and dried with anhydrous sodium...